Dataset: the Open Reaction Database (ORD), a public repository of structured organic reaction records. Task: describe an organic reaction: reactants, conditions, products, and yield The reactants are CI, COc1cc(C=O)cc([N+](=O)[O-])c1O, [H-], [Na+], CN(C)C=O, O. The product is COc1cc(C=O)cc([N+](=O)[O-])c1OC. Reaction SMILES: [CH3:17][I:18].[CH:3](=[O:4])[c:5]1[cH:6][c:7]([O:8][CH3:9])[c:10]([OH:11])[c:12]([N+:14]([O-:15])=[O:16])[cH:13]1.[H-:1].[Na+:2].[O:20]=[CH:21][N:22]([CH3:23])[CH3:24].[OH2:19]>>[CH:3](=[O:4])[c:5]1[cH:6][c:7]([O:8][CH3:9])[c:10]([O:11][CH3:17])[c:12]([N+:14]([O-:15])=[O:16])[cH:13]1. Starting materials: CO, CSCc1cc(F)cc2c(C(CCC#N)c3ccc(Cl)cc3F)c[nH]c12, ClCCl, O=C(OO)c1cccc(Cl)c1. Yields the product CS(=O)Cc1cc(F)cc2c(C(CCC#N)c3ccc(Cl)cc3F)c[nH]c12. RXN SMILES: [CH3:41][OH:42].[Cl:1][c:2]1[cH:3][c:4]([F:26])[c:5]([CH:8]([CH2:9][CH2:10][C:11]#[N:12])[c:13]2[cH:14][nH:15][c:16]3[c:17]([CH2:23][S:24][CH3:25])[cH:18][c:19]([F:22])[cH:20][c:21]23)[cH:6][cH:7]1.[Cl:27][CH2:28][Cl:29].[OH:30][O:31][C:32]([c:33]1[cH:34][c:35]([Cl:36])[cH:37][cH:38][cH:39]1)=[O:40]>>[Cl:1][c:2]1[cH:3][c:4]([F:26])[c:5]([CH:8]([CH2:9][CH2:10][C:11]#[N:12])[c:13]2[cH:14][nH:15][c:16]3[c:17]([CH2:23][S:24]([CH3:25])=[O:30])[cH:18][c:19]([F:22])[cH:20][c:21]23)[cH:6][cH:7]1. Starting materials: BrCC(O)C1=CC(=CC=C1)Cl (2-bromo-1-(3-chlorophenyl)ethanol), C(CC)(=O)OC(CC)=O (propionic anhydride), C(CC)(=O)OC=C (vinyl propionate). The solvent is COC(C)(C)C (t-butyl methyl ether). Product: BrC[C@H](O)C1=CC(=CC=C1)Cl ((R)-2-bromo-1-(3-chlorophenyl)ethanol). Reaction SMILES: [Br:1][CH2:2][CH:3]([C:5]1[CH:10]=[CH:9][CH:8]=[C:7]([Cl:11])[CH:6]=1)[OH:4].C(OC(=O)CC)(=O)CC.C(OC=C)(=O)CC>COC(C)(C)C>[Br:1][CH2:2][C@@H:3]([C:5]1[CH:10]=[CH:9][CH:8]=[C:7]([Cl:11])[CH:6]=1)[OH:4]. Procedure details: To a mixture of 100 mg (0.4 mmol) of 2-bromo-1-(3-chlorophenyl)ethanol, 10 mg of Lipase QL (Meito Sangyo Co., Ltd.) and 39 mg (0.3 mmol) of propionic anhydride or 30 mg (0.36 mmol) of vinyl propionate as an acylating agent was added t-butyl methyl ether to make the total volume to 1 ml. These reaction mixtures were respectively allowed to undergo reaction at a temperature of 35° C. for 22 hours. The results are set forth in Table 4. The reactants are NC1=C(C=C(C(=C1)F)F)S(=O)(=O)N (2-amino-4,5-difluorobenzenesulfonamide), C(C)N=C=S (ethyl isothiocyanate), NC1=C(C=C(C(=C1)F)F)S(=O)(=O)NC(=S)NCC (N-(2-amino-4,5-difluorobenzenesulfonyl)-N′-ethylthiourea). The product is C(C)NC1=NS(C2=C(N1)C=C(C(=C2)F)F)(=O)=O (3-Ethylamino-6,7-difluoro-4H-1,2,4-benzothiadiazine 1,1-dioxide). As a reaction SMILES: NC1C=C(F)C(F)=CC=1S(N)(=O)=O.C(N=C=S)C.[NH2:19][C:20]1[CH:25]=[C:24]([F:26])[C:23]([F:27])=[CH:22][C:21]=1[S:28]([NH:31][C:32]([NH:34][CH2:35][CH3:36])=S)(=[O:30])=[O:29]>>[CH2:35]([NH:34][C:32]1[NH:19][C:20]2[CH:25]=[C:24]([F:26])[C:23]([F:27])=[CH:22][C:21]=2[S:28](=[O:30])(=[O:29])[N:31]=1)[CH3:36]. Procedure: Starting from 2-amino-4,5-difluorobenzenesulfonamide and ethyl isothiocyanate, and following a procedure analogous to the one described in Example 4a, N-(2-amino-4,5-difluorobenzenesulfonyl)-N′-ethylthiourea was prepared. The crude compound was used without further purification in a cyclisation step analogous to the one described in Example 4b to give the title compound; m.p. 246-252° C. Starting materials: C(C(C)C)S(=O)(=O)C1=CC=CC(=N1)C(=O)O (6-(isobutylsulfonyl)picolinic acid), N[C@H](C(=O)N)CC(C)C ((2S)-2-amino-4-methyl-pentanamide). The product is C(N)(=O)[C@H](CC(C)C)NC(=O)C1=NC(=CC=C1)S(=O)(=O)CC(C)C (6-(2-Methyl-propane-1-sulfonyl)-pyridine-2-carboxylic acid ((S)-1-carbamoyl-3-methyl-butyl)-amide). As a reaction SMILES: [CH2:1]([S:5]([C:8]1[N:13]=[C:12]([C:14]([OH:16])=O)[CH:11]=[CH:10][CH:9]=1)(=[O:7])=[O:6])[CH:2]([CH3:4])[CH3:3].[NH2:17][C@@H:18]([CH2:22][CH:23]([CH3:25])[CH3:24])[C:19]([NH2:21])=[O:20]>>[C:19]([C@@H:18]([NH:17][C:14]([C:12]1[CH:11]=[CH:10][CH:9]=[C:8]([S:5]([CH2:1][CH:2]([CH3:3])[CH3:4])(=[O:6])=[O:7])[N:13]=1)=[O:16])[CH2:22][CH:23]([CH3:25])[CH3:24])(=[O:20])[NH2:21]. Procedure: The title compound was synthesized in analogy to Example 1, using 6-(isobutylsulfonyl)picolinic acid and (2S)-2-amino-4-methyl-pentanamide (CAN 687-51-4) as starting materials. MS (EI): m/e=356.2 [M+H]+.